describe an organic reaction: reactants, conditions, products, and yield From a dataset of the Open Reaction Database (ORD), a public repository of structured organic reaction records. Reactants: CSC=1C=CC2=C(C(=NCC=3N2C(=NN3)CCl)C3=CC=CC=C3)C1 (8-(methylthio)-1-(chloromethyl)-6-phenyl-4H-s-triazolo[4,3- a][1,4]benzodiazepine), [I-].[K+] (potassium iodide), CC=CCN (methylallylamine). Solvent: O1CCCC1 (tetrahydrofuran). Yields the product CSC=1C=CC2=C(C(=NCC=3N2C(=NN3)CNCCC=C)C3=CC=CC=C3)C1 (8-(methylthio)-1-[(allylmethylamino)methyl]-6-phenyl-4H-s-triazolo[4,3-a][1,4]benzodiazepine). Reaction SMILES: [CH3:1][S:2][C:3]1[CH:4]=[CH:5][C:6]2[N:12]3[C:13]([CH2:16]Cl)=[N:14][N:15]=[C:11]3[CH2:10][N:9]=[C:8]([C:18]3[CH:23]=[CH:22][CH:21]=[CH:20][CH:19]=3)[C:7]=2[CH:24]=1.[I-].[K+].[CH3:27][CH:28]=[CH:29][CH2:30][NH2:31]>O1CCCC1>[CH3:1][S:2][C:3]1[CH:4]=[CH:5][C:6]2[N:12]3[C:13]([CH2:16][NH:31][CH2:30][CH2:29][CH:28]=[CH2:27])=[N:14][N:15]=[C:11]3[CH2:10][N:9]=[C:8]([C:18]3[CH:23]=[CH:22][CH:21]=[CH:20][CH:19]=3)[C:7]=2[CH:24]=1 |f:1.2|. Reported procedure: In the manner given in Example 32, 8-(methylthio)-1-(chloromethyl)-6-phenyl-4H-s-triazolo[4,3- a][1,4]benzodiazepine, potassium iodide, and methylallylamine in tetrahydrofuran are reacted to give 8-(methylthio)-1-[(allylmethylamino)methyl]-6-phenyl-4H-s-triazolo[4,3-a][1,4]benzodiazepine. The reactants are FC(C(=O)O)(F)F.N1CCC(CC1)C(=O)NC1=C(C(=O)N)C=CC=C1 (2-[(4-piperidinylcarbonyl)amino]benzamide trifluoroacetate), C(C)(C)(C)OC(=O)N1CCC(CC1)C(=O)NC1=C(C(=O)NC2=NC=C(C=C2)Cl)C=C(C=C1)C(C)O (2-[(1-tert-butoxycarbonylpiperidin-4-ylcarbonyl)amino]-N-(5-chloropyridin-2-yl)-5-(1-hydroxyethyl)benzamide). The product is FC(C(=O)O)(F)F.ClC=1C=CC(=NC1)NC(C1=C(C=CC(=C1)C(C)O)NC(=O)C1CCNCC1)=O (N-(5-Chloropyridin-2-yl)-5-(1-hydroxyethyl)-2-[(4-piperidinylcarbonyl)amino]benzamide Trifluoroacetate). As a reaction SMILES: [F:1][C:2]([F:7])([F:6])[C:3]([OH:5])=[O:4].N1CCC(C(NC2C=CC=CC=2C(N)=O)=O)CC1.C(OC([N:33]1[CH2:38][CH2:37][CH:36]([C:39]([NH:41][C:42]2[CH:57]=[CH:56][C:55]([CH:58]([OH:60])[CH3:59])=[CH:54][C:43]=2[C:44]([NH:46][C:47]2[CH:52]=[CH:51][C:50]([Cl:53])=[CH:49][N:48]=2)=[O:45])=[O:40])[CH2:35][CH2:34]1)=O)(C)(C)C>>[F:1][C:2]([F:7])([F:6])[C:3]([OH:5])=[O:4].[Cl:53][C:50]1[CH:51]=[CH:52][C:47]([NH:46][C:44](=[O:45])[C:43]2[CH:54]=[C:55]([CH:58]([OH:60])[CH3:59])[CH:56]=[CH:57][C:42]=2[NH:41][C:39]([CH:36]2[CH2:37][CH2:38][NH:33][CH2:34][CH2:35]2)=[O:40])=[N:48][CH:49]=1 |f:0.1,3.4|. Procedure details: Using methods substantially equivalent to those described in Example 244-E, N-(5-chloropyridin-2-yl)-5-(1-hydroxyethyl)]-2-[(4-piperidinylcarbonyl)amino]benzamide trifluoroacetate (0.35 g, 86%) was prepared from 2-[(1-tert-butoxycarbonylpiperidin-4-ylcarbonyl)amino]-N-(5-chloropyridin-2-yl)-5-(1-hydroxyethyl)benzamide. Reactants: Br, CC(=O)O, CCOC(=O)c1nn2c(c1OCc1ccccc1)C(=O)N(C)CC2c1nc(C)cs1. Yields the product CCOC(=O)c1nn2c(c1O)C(=O)N(C)CC2c1nc(C)cs1. As a reaction SMILES: [BrH:31].[C:32]([OH:33])(=[O:34])[CH3:35].[CH2:1]([c:2]1[cH:3][cH:4][cH:5][cH:6][cH:7]1)[O:8][c:9]1[c:10]([C:26](=[O:27])[O:28][CH2:29][CH3:30])[n:11][n:12]2[c:13]1[C:14](=[O:25])[N:15]([CH3:24])[CH2:16][CH:17]2[c:18]1[s:19][cH:20][c:21]([CH3:23])[n:22]1>>[OH:8][c:9]1[c:10]([C:26](=[O:27])[O:28][CH2:29][CH3:30])[n:11][n:12]2[c:13]1[C:14](=[O:25])[N:15]([CH3:24])[CH2:16][CH:17]2[c:18]1[s:19][cH:20][c:21]([CH3:23])[n:22]1.